From a dataset of the Open Reaction Database (ORD), a public repository of structured organic reaction records. describe an organic reaction: reactants, conditions, products, and yield The reactants are O=C(O)c1nnc(Cl)cc1Nc1ccc(Br)cc1F, CC(C)N=C(NC(C)C)OC(C)(C)C, C1CCOC1, CCOC(C)=O. Yields the product CC(C)(C)OC(=O)c1nnc(Cl)cc1Nc1ccc(Br)cc1F. RXN SMILES: [Br:1][c:2]1[cH:3][c:4]([F:19])[c:5]([NH:8][c:9]2[c:10]([C:16](=[O:17])[OH:18])[n:11][n:12][c:13]([Cl:15])[cH:14]2)[cH:6][cH:7]1.[C:20]([CH3:21])([CH3:22])([CH3:23])[O:24][C:25](=[N:26][CH:27]([CH3:28])[CH3:29])[NH:30][CH:31]([CH3:32])[CH3:33].[CH2:34]1[O:35][CH2:36][CH2:37][CH2:38]1.[CH3:39][CH2:40][O:41][C:42](=[O:43])[CH3:44]>>[Br:1][c:2]1[cH:3][c:4]([F:19])[c:5]([NH:8][c:9]2[c:10]([C:16]([O:17][C:20]([CH3:21])([CH3:22])[CH3:23])=[O:18])[n:11][n:12][c:13]([Cl:15])[cH:14]2)[cH:6][cH:7]1. Starting materials: C1COC(C2=C(C(=CC=C2[N+](=O)[O-])OC)OC)O1 (2,3-dimethoxy-6-nitrobenzaldehyde-ethyleneketal), C(C)(=O)[O-].[Na+] (sodium acetate). The reagents and catalysts are [Pt]=O (platinum oxide). The solvent is C(C)(=O)OCC (ethyl acetate). Reaction conditions: time 24 hour. Yields the product C1COC(C2=C(C=CC(=C2OC)OC)N)O1 (2-Amino-5,6-dimethoxybenzaldehyde ethyleneketal). As a reaction SMILES: [CH2:1]1[O:18][CH:4]([C:5]2[C:10]([N+:11]([O-])=O)=[CH:9][CH:8]=[C:7]([O:14][CH3:15])[C:6]=2[O:16][CH3:17])[O:3][CH2:2]1.C([O-])(=O)C.[Na+]>C(OCC)(=O)C.[Pt]=O>[CH2:2]1[O:3][CH:4]([C:5]2[C:6]([O:16][CH3:17])=[C:7]([O:14][CH3:15])[CH:8]=[CH:9][C:10]=2[NH2:11])[O:18][CH2:1]1 |f:1.2|. Procedure: A solution of 2,3-dimethoxy-6-nitrobenzaldehyde-ethyleneketal (12.1 g, 62.7 mM) in ethyl acetate (350 ml) containing sodium acetate (0.5 g) is treated with platinum oxide (1.0 g) and the mixture hydrogenated for 24 hours at ~50 psi. The solvent is removed in vacuo after filtering off the catalyst to give a pale brown oil. After crystallization from n-hexane, the product is obtained as a tan solid; yield 12.8 g (85.1%); m.p. 78°-80° C.